describe an organic reaction: reactants, conditions, products, and yield From a dataset of the Open Reaction Database (ORD), a public repository of structured organic reaction records. Reactants: FC1=C(C=CC=C1)[C@@]12NOC[C@@H]1C[C@H](C2)OC ((3aR*,5R*,6aS*)-6a-(2-fluorophenyl)-5-methoxy-hexahydrocyclopenta[c]isoxazole). The reagents and catalysts are [Zn] (zinc), [Zn] (Zinc). The solvent is C(C)(=O)O (acetic acid). Conditions: time 12 hour. Yields the product N[C@@]1([C@@H](C[C@H](C1)OC)CO)C1=C(C=CC=C1)F ([(1R*,2S*,4R*)-2-amino-2-(2-fluorophenyl)-4-methoxycyclopentyl]methanol). Yield: 97.4%. As a reaction SMILES: [F:1][C:2]1[CH:7]=[CH:6][CH:5]=[CH:4][C:3]=1[C@:8]12[CH2:15][C@H:14]([O:16][CH3:17])[CH2:13][C@H:12]1[CH2:11][O:10][NH:9]2>C(O)(=O)C.[Zn]>[NH2:9][C@@:8]1([C:3]2[CH:4]=[CH:5][CH:6]=[CH:7][C:2]=2[F:1])[CH2:15][C@H:14]([O:16][CH3:17])[CH2:13][C@H:12]1[CH2:11][OH:10]. Procedure: Zinc (533 mg) was added to a solution of (3aR*,5R*,6aS*)-6a-(2-fluorophenyl)-5-methoxy-hexahydrocyclopenta[c]isoxazole (275 mg) in acetic acid (5.57 mL), and the mixture was stirred at room temperature for 12 hours. More zinc (500 mg) was added to the reaction solution, followed by stirring at room temperature for three hours. Zinc was removed by filtration and the filtrate was poured into a saturated sodium bicarbonate solution, followed by extraction with ethyl acetate. The extract was dried o... The reactants are O=C([O-])O, CCOC(C)=O, COc1nccnc1C(C)N1CCC(C(=O)Cc2ccccc2F)CC1, CCOC(C)=O, CCO, Cl, [Na+]. The product is CC(c1ncc[nH]c1=O)N1CCC(C(=O)Cc2ccccc2F)CC1. Reaction SMILES: [C:27](=[O:28])([OH:29])[O-:30].[C:41]([O:42][CH2:43][CH3:44])(=[O:45])[CH3:46].[CH3:1][O:2][c:3]1[c:4]([CH:9]([CH3:10])[N:11]2[CH2:12][CH2:13][CH:14]([C:17]([CH2:18][c:19]3[c:20]([F:25])[cH:21][cH:22][cH:23][cH:24]3)=[O:26])[CH2:15][CH2:16]2)[n:5][cH:6][cH:7][n:8]1.[CH3:32][CH2:33][O:34][C:35](=[O:36])[CH3:37].[CH3:38][CH2:39][OH:40].[ClH:47].[Na+:31]>>[O:2]=[c:3]1[c:4]([CH:9]([CH3:10])[N:11]2[CH2:12][CH2:13][CH:14]([C:17]([CH2:18][c:19]3[c:20]([F:25])[cH:21][cH:22][cH:23][cH:24]3)=[O:26])[CH2:15][CH2:16]2)[n:5][cH:6][cH:7][nH:8]1. Reactants: FC1=CC=C2C(CC(C2=C1)(O)CC(=O)OCC)(C)C (ethyl 2-(6-fluoro-1-hydroxy-3,3-dimethyl-1-indanyl)acetate), [OH-].[Na+] (sodium hydroxide). The solvent is C(C)O (ethanol). Run at temperature 0 celsius. Product: FC1=CC=C2C(C/C(/C2=C1)=C\C(=O)O)(C)C ((E)-2-(6-fluoro-3,3-dimethyl-1-indanylidene)acetic acid). The yield is 69.7%. RXN SMILES: [F:1][C:2]1[CH:10]=[C:9]2[C:5]([C:6]([CH3:19])([CH3:18])[CH2:7][C:8]2([CH2:12][C:13]([O:15]CC)=[O:14])O)=[CH:4][CH:3]=1.[OH-].[Na+]>C(O)C>[F:1][C:2]1[CH:10]=[C:9]2[C:5]([C:6]([CH3:19])([CH3:18])[CH2:7]/[C:8]/2=[CH:12]\[C:13]([OH:15])=[O:14])=[CH:4][CH:3]=1 |f:1.2|. Procedure: A solution of ethyl 2-(6-fluoro-1-hydroxy-3,3-dimethyl-1-indanyl)acetate (16 g, 0.0601 mol) in 1N sodium hydroxide (60.1 ml, 0.0601 mol) and ethanol (60 ml) was stirred for 20 h. The solution was concentrated to a small volume by spin evaporation in vacuo, diluted with deionized water (100 ml), and acidified to pH 3 with 1N hydrochloric acid This biphasic solution was extracted with dichloromethane (2×100 ml). The extracts were combined, washed with deionized water (20 ml), dried with magnesium ... The reactants are CCO, [Na+], [Na+], O, N#Cc1ccc(O)c([N+](=O)[O-])c1, O=S([O-])([O-])=S. Product: N#Cc1ccc(O)c(N)c1. As a reaction SMILES: [CH3:20][CH2:21][OH:22].[Na+:18].[Na+:19].[OH2:23].[OH:1][c:2]1[c:3]([N+:10]([O-:11])=[O:12])[cH:4][c:5]([C:6]#[N:7])[cH:8][cH:9]1.[S:13]([O-:14])([O-:15])(=[O:16])=[S:17]>>[OH:1][c:2]1[c:3]([NH2:10])[cH:4][c:5]([C:6]#[N:7])[cH:8][cH:9]1. The reactants are ClC1=C(C=CC(=C1)Cl)C(C(N1N=CN=C1)F)=O (1-(2,4-dichlorophenyl)-2-fluoro-2-(1H-1,2,4-triazol-1-yl)ethanone), ice water, [BH4-].[Na+] (sodium borohydride). The solvent is CO (methanol), O (water). Reaction conditions: time 2 hour. Product: ClC1=C(C=CC(=C1)Cl)C(C(N1N=CN=C1)F)O (1-(2,4-Dichlorophenyl)-2-fluoro-2-(1H-1,2,4-triazol-1-yl)ethanol). As a reaction SMILES: [Cl:1][C:2]1[CH:7]=[C:6]([Cl:8])[CH:5]=[CH:4][C:3]=1[C:9](=[O:17])[CH:10]([F:16])[N:11]1[CH:15]=[N:14][CH:13]=[N:12]1.[BH4-].[Na+]>CO.O>[Cl:1][C:2]1[CH:7]=[C:6]([Cl:8])[CH:5]=[CH:4][C:3]=1[CH:9]([OH:17])[CH:10]([F:16])[N:11]1[CH:15]=[N:14][CH:13]=[N:12]1 |f:1.2|. Procedure: To a suspension of 2.4 g of 1-(2,4-dichlorophenyl)-2-fluoro-2-(1H-1,2,4-triazol-1-yl)ethanone in 9.5 ml of methanol and 0.5 ml of water is added at 5°-10° C., with stirring, 0.12 g of sodium borohydride, and the resulting mixture is stirred firstly for 1 hour at 0°-5° C. and then for 2 hours at room temperature, in the course of which a clear solution gradually forms. This solution is then poured into ice-water, and the mixture is extracted twice with dichloromethane. The combined extracts are d... The reactants are [Cl-].[Al+3].[Cl-].[Cl-] (Aluminum chloride), hydrochloric acid ice, C(=S)=S (carbon disulfide), O1C=CC=C1 (furan), CN1N=NN=C1CCCC(=S)Cl (4-(1-Methyl-1,2,3,4-tetrazol-5-yl)thiobutyryl chloride). Yields the product CN1N=NN=C1SCCCC(=O)C=1OC=CC1 (1-methyl-5-[3-(2-furoyl)propyl]thio-1,2,3,4-tetrazole). As a reaction SMILES: [Cl-].[Al+3].[Cl-].[Cl-].[O:5]1[CH:9]=[CH:8][CH:7]=[CH:6]1.[CH3:10][N:11]1[C:15](CCCC(Cl)=S)=[N:14][N:13]=[N:12]1.[C:22](=[S:24])=S>>[CH3:10][N:11]1[C:15]([S:24][CH2:22][CH2:8][CH2:7][C:6]([C:6]2[O:5][CH:9]=[CH:8][CH:7]=2)=[O:5])=[N:14][N:13]=[N:12]1 |f:0.1.2.3|. Reported procedure: Aluminum chloride (4 g) is suspended in carbon disulfide (20 ml) and furan (1.5 g) is added to the suspension. 4-(1-Methyl-1,2,3,4-tetrazol-5-yl)thiobutyryl chloride (4.4 g) added dropwise to the mixture with stirring under ice-cooling, and the mixture is stirred at the same temperature for 1 hour. The reaction mixture is poured into hydrochloric acid-ice and extracted with chloroform. The chloroform solution is washed with saturated aqueous sodium bicarbonate and saturated aqueous sodium chlori... Reactants: CC(C)(C)OC(=O)N1CCCC(N)C1, O=C(O)c1c[nH]c2c(-c3c(OCC4CC4)ccc4c3OCO4)ncnc12. Yields the product CC(C)(C)OC(=O)N1CCCC(NC(=O)c2c[nH]c3c(-c4c(OCC5CC5)ccc5c4OCO5)ncnc23)C1. RXN SMILES: [C:27]([CH3:28])([CH3:29])([CH3:30])[O:31][C:32](=[O:33])[N:34]1[CH2:35][CH:36]([NH2:40])[CH2:37][CH2:38][CH2:39]1.[CH:1]1([CH2:4][O:5][c:6]2[c:7](-[c:15]3[c:16]4[c:17]([n:18][cH:19][n:20]3)[c:21]([C:24](=[O:25])[OH:26])[cH:22][nH:23]4)[c:8]3[c:9]([cH:13][cH:14]2)[O:10][CH2:11][O:12]3)[CH2:2][CH2:3]1>>[CH:1]1([CH2:4][O:5][c:6]2[c:7](-[c:15]3[c:16]4[c:17]([n:18][cH:19][n:20]3)[c:21]([C:24](=[O:25])[NH:40][CH:36]3[CH2:35][N:34]([C:32]([O:31][C:27]([CH3:28])([CH3:29])[CH3:30])=[O:33])[CH2:39][CH2:38][CH2:37]3)[cH:22][nH:23]4)[c:8]3[c:9]([cH:13][cH:14]2)[O:10][CH2:11][O:12]3)[CH2:2][CH2:3]1. Starting materials: ClC=1C=C(C=O)C=CC1O (3-chloro-4-hydroxybenzaldehyde), N1=CC=CC=C1 (pyridine), C(C)(=O)OC(C)=O (acetic anhydride). Run in ClCCl (dichloromethane). Run at temperature 20 celsius, time 1.5 hour. Product: C(C)(=O)OC1=C(C=C(C=O)C=C1)Cl (4-acetoxy-3-chlorobenzaldehyde). The yield is 94.9%. Reaction SMILES: [Cl:1][C:2]1[CH:3]=[C:4]([CH:7]=[CH:8][C:9]=1[OH:10])[CH:5]=[O:6].N1C=CC=CC=1.[C:17](OC(=O)C)(=[O:19])[CH3:18]>ClCCl>[C:17]([O:10][C:9]1[CH:8]=[CH:7][C:4]([CH:5]=[O:6])=[CH:3][C:2]=1[Cl:1])(=[O:19])[CH3:18]. Procedure: To 3-chloro-4-hydroxybenzaldehyde (5.00 g, 31.9 mmol) and pyridine (5.0 mL, 61.8 mmol) in dichloromethane (40 mL) at 0° C. was added acetic anhydride (4.0 mL, 42.3 mmol) over a 20-minute period. The mixture was stirred for 1.5 hours more, warmed to 20° C., then worked up (10% hydrochloric acid wash) to afford 4-acetoxy-3-chlorobenzaldehyde as a pale-yellow solid (6.01 g, 92% yield): m.p. 33-35° C.; Rf0.30 (20% ethyl acetate/hexane); 1H NMR spectrum (400 MHz, CDCl3) δ 2.39 (s, 3, CH3), 7.34 (d, J...